This data is from the Open Reaction Database (ORD), a public repository of structured organic reaction records. The task is: describe an organic reaction: reactants, conditions, products, and yield The reactants are C1(CCCCC1)N=C=NC1CCCCC1 (Dicyclohexylcarbodiimide), BrCCCCCC(=O)O (6-bromohexanoic acid), C(CCCCCCCCCCCCCCC)OCC(CO)=C (3-Hexadecyloxy-2-methylenepropan-1-ol). Run at temperature 22 celsius, time 18 hour. As a reaction SMILES: [CH2:1]([O:17][CH2:18][C:19](=[CH2:22])[CH2:20][OH:21])[CH2:2][CH2:3][CH2:4][CH2:5][CH2:6][CH2:7][CH2:8][CH2:9][CH2:10][CH2:11][CH2:12][CH2:13][CH2:14][CH2:15][CH3:16].C1(N=C=NC2CCCCC2)CCCCC1.[Br:38][CH2:39][CH2:40][CH2:41][CH2:42][CH2:43][C:44](O)=[O:45]>CCOCC.CN(C)C1C=CN=CC=1>[CH2:1]([O:17][CH2:18][C:19](=[CH2:22])[CH2:20][O:21][C:44](=[O:45])[CH2:43][CH2:42][CH2:41][CH2:40][CH2:39][Br:38])[CH2:2][CH2:3][CH2:4][CH2:5][CH2:6][CH2:7][CH2:8][CH2:9][CH2:10][CH2:11][CH2:12][CH2:13][CH2:14][CH2:15][CH3:16]. The reagents and catalysts are CN(C1=CC=NC=C1)C (4-dimethylaminopyridine). Yields the product C(CCCCCCCCCCCCCCC)OCC(COC(CCCCCBr)=O)=C (1-Hexadecyloxy-3-(6-bromohexanoyloxy)-2-methylenepropane). Solvent: CCOCC (ether). Reported procedure: 3-Hexadecyloxy-2-methylenepropan-1-ol (from Preparation 1) (1.8 g) was dissolved in ether (35 ml). Dicyclohexylcarbodiimide (1.5 g), 4-dimethylaminopyridine (0.07 g) and 6-bromohexanoic acid (1.2 g) was added, and the mixture was stirred at 22° C. for 18 hours. The reaction mixture was filtered, and the filtrate was washed with water (35 ml), 5% acetic acid in water (35 ml) and water (35 ml). The ether solution was dried over anhydrous magnesium sulfate, filtered and evaporated in vacuo. The cru... Reactants: C(C1=CC=CC=C1)OC1=CC(=[N+](C2=CC=CC=C12)[O-])CCCCCCCCCCCO (4-benzyloxy-2-(11-hydroxyundecyl) quinoline-N-oxide), [Cr](=O)(=O)([O-])Cl.[NH+]1=CC=CC=C1 (pyridinium chlorochromate). Solvent: ClCCl (dichloromethane). Conditions: time 2.5 hour. The product is C(C1=CC=CC=C1)OC1=CC(=[N+](C2=CC=CC=C12)[O-])CCCCCCCCCCC=O (4-benzyloxy-2-(10-formyldecyl) quinoline-N-oxide). The yield is 79.2%. As a reaction SMILES: [CH2:1]([O:8][C:9]1[C:18]2[C:13](=[CH:14][CH:15]=[CH:16][CH:17]=2)[N+:12]([O-:19])=[C:11]([CH2:20][CH2:21][CH2:22][CH2:23][CH2:24][CH2:25][CH2:26][CH2:27][CH2:28][CH2:29][CH2:30][OH:31])[CH:10]=1)[C:2]1[CH:7]=[CH:6][CH:5]=[CH:4][CH:3]=1.[Cr](Cl)([O-])(=O)=O.[NH+]1C=CC=CC=1>ClCCl>[CH2:1]([O:8][C:9]1[C:18]2[C:13](=[CH:14][CH:15]=[CH:16][CH:17]=2)[N+:12]([O-:19])=[C:11]([CH2:20][CH2:21][CH2:22][CH2:23][CH2:24][CH2:25][CH2:26][CH2:27][CH2:28][CH2:29][CH:30]=[O:31])[CH:10]=1)[C:2]1[CH:3]=[CH:4][CH:5]=[CH:6][CH:7]=1 |f:1.2|. Procedure: In this example, 5 m moles of 4-benzyloxy-2-(11-hydroxyundecyl) quinoline-N-oxide is dissolved in dichloromethane, and 15 m moles of pyridinium chlorochromate is added thereto. Then, the mixture is stirred at room temperature for 2.5 hours. The reaction solution is washed with water and dried over anhydrous sodium sulfate, and the solvent is removed therefrom by distillation. The residue is purified by silica gel column procedure, whereby the captioned compound is obtained as a colorless oily su... Starting materials: COc1ccccc1N1CCNCC1, O=C(O)CCc1c(-c2ccc(Cl)cc2)[nH]c2ccc(Cl)cc12. Yields the product COc1ccccc1N1CCN(C(=O)CCc2c(-c3ccc(Cl)cc3)[nH]c3ccc(Cl)cc23)CC1. RXN SMILES: [CH3:23][O:24][c:25]1[c:26]([N:31]2[CH2:32][CH2:33][NH:34][CH2:35][CH2:36]2)[cH:27][cH:28][cH:29][cH:30]1.[Cl:1][c:2]1[cH:3][c:4]2[c:5]([CH2:18][CH2:19][C:20](=[O:21])[OH:22])[c:6](-[c:11]3[cH:12][cH:13][c:14]([Cl:17])[cH:15][cH:16]3)[nH:7][c:8]2[cH:9][cH:10]1>>[Cl:1][c:2]1[cH:3][c:4]2[c:5]([CH2:18][CH2:19][C:20](=[O:21])[N:34]3[CH2:33][CH2:32][N:31]([c:26]4[c:25]([O:24][CH3:23])[cH:30][cH:29][cH:28][cH:27]4)[CH2:36][CH2:35]3)[c:6](-[c:11]3[cH:12][cH:13][c:14]([Cl:17])[cH:15][cH:16]3)[nH:7][c:8]2[cH:9][cH:10]1. Reactants: [BH4-], CN1CCOCC1, CC(C)CCn1c(Cn2c(=O)n(C3CC3)c(=O)c3ccccc32)nc2cc(C(=O)O)ccc21, CC(C)COC(=O)Cl, ClCCl, [Na+], O. Yields the product CC(C)CCn1c(Cn2c(=O)n(C3CC3)c(=O)c3ccccc32)nc2cc(CO)ccc21. RXN SMILES: [BH4-:49].[CH3:34][N:35]1[CH2:36][CH2:37][O:38][CH2:39][CH2:40]1.[CH:1]1([n:4]2[c:5](=[O:33])[n:6]([CH2:15][c:16]3[n:17][c:18]4[c:19]([n:20]3[CH2:21][CH2:22][CH:23]([CH3:24])[CH3:25])[cH:26][cH:27][c:28]([C:30](=[O:31])[OH:32])[cH:29]4)[c:7]3[cH:8][cH:9][cH:10][cH:11][c:12]3[c:13]2=[O:14])[CH2:2][CH2:3]1.[Cl:41][C:42]([O:43][CH2:44][CH:45]([CH3:46])[CH3:47])=[O:48].[Cl:51][CH2:52][Cl:53].[Na+:50].[OH2:54]>>[CH:1]1([n:4]2[c:5](=[O:33])[n:6]([CH2:15][c:16]3[n:17][c:18]4[c:19]([n:20]3[CH2:21][CH2:22][CH:23]([CH3:24])[CH3:25])[cH:26][cH:27][c:28]([CH2:30][OH:31])[cH:29]4)[c:7]3[cH:8][cH:9][cH:10][cH:11][c:12]3[c:13]2=[O:14])[CH2:2][CH2:3]1. Starting materials: NC1=CC=C(C#N)C=C1 (4-aminobenzonitrile), OC1=CC=C(C=O)C=C1 (4-hydroxybenzaldehyde). Yields the product OC1=CC=C(CNC2=CC=C(C#N)C=C2)C=C1 (4-[N-(4-hydroxybenzyl)amino]-benzonitrile). Yield: 49.6%. RXN SMILES: [NH2:1][C:2]1[CH:9]=[CH:8][C:5]([C:6]#[N:7])=[CH:4][CH:3]=1.[OH:10][C:11]1[CH:18]=[CH:17][C:14]([CH:15]=O)=[CH:13][CH:12]=1>>[OH:10][C:11]1[CH:18]=[CH:17][C:14]([CH2:15][NH:1][C:2]2[CH:9]=[CH:8][C:5]([C:6]#[N:7])=[CH:4][CH:3]=2)=[CH:13][CH:12]=1. Procedure details: The procedure of Example 40 was repeated, except that 3.58 g of 4-aminobenzonitrile was used in place of aniline, and 4.62 g of 4-hydroxybenzaldehyde was used in place of 4-formylphenyl sulfamate. The resulting crude product was purified by silica gel column chromatography (using a 39:1 mixture of chloroform and acetone as the eluent) to obtain 3.37 g of 4-[N-(4-hydroxybenzyl)amino]-benzonitrile. The reactants are FC(OC1=C(C=C(C=C1)C=1OC=C(N1)CNC(C1=C(C=CC=C1)OCC)=O)O)F (N-[2-(4-difluoromethoxy-3-hydroxyphenyl)oxazol-4-ylmethyl]-2-ethoxybenzamide), BrCC1CCC1 ((bromomethyl)cyclobutane). The product is C1(CCC1)COC=1C=C(C=CC1OC(F)F)C=1OC=C(N1)CNC(C1=C(C=CC=C1)OCC)=O (N-[2-(3-Cyclobutylmethoxy-4-difluoromethoxyphenyl)oxazol-4-ylmethyl]-2-ethoxybenzamide). Reaction SMILES: [F:1][CH:2]([F:29])[O:3][C:4]1[CH:9]=[CH:8][C:7]([C:10]2[O:11][CH:12]=[C:13]([CH2:15][NH:16][C:17](=[O:27])[C:18]3[CH:23]=[CH:22][CH:21]=[CH:20][C:19]=3[O:24][CH2:25][CH3:26])[N:14]=2)=[CH:6][C:5]=1[OH:28].Br[CH2:31][CH:32]1[CH2:35][CH2:34][CH2:33]1>>[CH:32]1([CH2:31][O:28][C:5]2[CH:6]=[C:7]([C:10]3[O:11][CH:12]=[C:13]([CH2:15][NH:16][C:17](=[O:27])[C:18]4[CH:23]=[CH:22][CH:21]=[CH:20][C:19]=4[O:24][CH2:25][CH3:26])[N:14]=3)[CH:8]=[CH:9][C:4]=2[O:3][CH:2]([F:1])[F:29])[CH2:35][CH2:34][CH2:33]1. Procedure details: Using the compound obtained in Example 347 and (bromomethyl)cyclobutane, white powdery N-[2-(3-Cyclobutylmethoxy-4-difluoromethoxyphenyl)oxazol-4-ylmethyl]-2-ethoxybenzamide was obtained following the procedure of Example 348. Reactants: C(C)OC(C1CCN(CC1)C(=O)OC(C)(C)C)=O (1-tert-butoxycarbonylisonipecotic acid ethyl ester), C(C)(C)[N-]C(C)C.[Li+] (lithium diisopropyl-amide), O (Water), C(C)I (Ethyl iodide). The solvent is C1CCOC1 (THF), C1CCOC1 (THF). Reaction conditions: time 1 hour. Product: C(C)OC(C1(CCN(CC1)C(=O)OC(C)(C)C)CC)=O (1-tert-Butoxycarbonyl-4-ethylisonipecotic acid ethyl ester). Yield: 91.6%. RXN SMILES: [CH2:1]([O:3][C:4](=[O:18])[CH:5]1[CH2:10][CH2:9][N:8]([C:11]([O:13][C:14]([CH3:17])([CH3:16])[CH3:15])=[O:12])[CH2:7][CH2:6]1)[CH3:2].[CH:19]([N-]C(C)C)(C)[CH3:20].[Li+].C(I)C.O>C1COCC1>[CH2:1]([O:3][C:4](=[O:18])[C:5]1([CH2:19][CH3:20])[CH2:6][CH2:7][N:8]([C:11]([O:13][C:14]([CH3:17])([CH3:16])[CH3:15])=[O:12])[CH2:9][CH2:10]1)[CH3:2] |f:1.2|. Procedure details: To a solution of 1-tert-butoxycarbonylisonipecotic acid ethyl ester (576 mg) in THF (15 ml) was added a solution of lithium diisopropyl-amide (290 mg) in THF (10 ml) in a stream of argon gas at −78° C., and the reaction mixture was stirred at the same temperature for 1 hour. Ethyl iodide (0.36 ml) was added to the above solution at −78° C., and the mixture was stirred for 18 hours. Water was added to the reaction mixture and the mixture was extracted with ethyl acetate. The organic layer was was... Starting materials: ice water, BrC=1C(=C(C(=C(C1C)C)Br)Br)Br (tetrabromoxylene), C(\C=C\C#N)#N (fumaronitrile), [I-].[Na+] (sodium iodide), S(=O)(O)[O-].[Na+] (sodium hydrogen sulfite). The solvent is CN(C=O)C (dimethylformamide). Conditions: time 7 hour. Yields the product C(#N)C1=CC2=CC=CC=C2C=C1C#N (2,3-dicyano-naphthalene). Isolated yield 80.0%. Reaction SMILES: Br[C:2]1[C:3](Br)=[C:4](Br)[C:5](Br)=[C:6]([CH3:9])[C:7]=1[CH3:8].[C:13](#[N:18])/[CH:14]=[CH:15]/[C:16]#[N:17].[I-].[Na+].S([O-])(O)=O.[Na+]>CN(C)C=O>[C:16]([C:15]1[C:14]([C:13]#[N:18])=[CH:8][C:7]2[C:6](=[CH:5][CH:4]=[CH:3][CH:2]=2)[CH:9]=1)#[N:17] |f:2.3,4.5|. Procedure details: To 0.1 mole of tetrabromoxylene, 0.17 mole of fumaronitrile, 0.66 mole of sodium iodide and 400 ml of anhydrous dimethylformamide were added and heated with stirring at 70° to 80° C. for 7 hours. The reaction solution was added to 800 g of ice water. To the deposited precipitate, about 15 g of sodium hydrogen sulfite was added and allowed to stand overnight. After filtration by suction and drying, white 2,3-dicyano-naphthalene was obtained by recrystallization from chloroform/ethanol in yield of...